The task is: describe an organic reaction: reactants, conditions, products, and yield. This data is from the Open Reaction Database (ORD), a public repository of structured organic reaction records. Starting materials: Cc1ncc([N+](=O)[O-])n1CCSC(=N)N, CCO, Cc1nc(C)c(Cl)c(NCc2nccc(N(C)CCCCl)c2Cl)n1, Cl, [Na+], [OH-]. The product is Cc1nc(C)c(Cl)c(NCc2nccc(N(C)CCCSCCn3c([N+](=O)[O-])cnc3C)c2Cl)n1. Reaction SMILES: [CH3:28][c:29]1[n:30]([CH2:37][CH2:38][S:39][C:40](=[NH:41])[NH2:42])[c:31]([N+:34](=[O:35])[O-:36])[cH:32][n:33]1.[CH3:43][CH2:44][OH:45].[Cl:3][c:4]1[c:5]([CH2:16][NH:17][c:18]2[n:19][c:20]([CH3:26])[n:21][c:22]([CH3:25])[c:23]2[Cl:24])[n:6][cH:7][cH:8][c:9]1[N:10]([CH3:11])[CH2:12][CH2:13][CH2:14][Cl:15].[ClH:27].[Na+:2].[OH-:1]>>[Cl:3][c:4]1[c:5]([CH2:16][NH:17][c:18]2[n:19][c:20]([CH3:26])[n:21][c:22]([CH3:25])[c:23]2[Cl:24])[n:6][cH:7][cH:8][c:9]1[N:10]([CH3:11])[CH2:12][CH2:13][CH2:14][S:39][CH2:38][CH2:37][n:30]1[c:29]([CH3:28])[n:33][cH:32][c:31]1[N+:34](=[O:35])[O-:36]. The reactants are CC1CNCCN1, COC(=O)OC, CS(C)=O, COc1c(F)c(F)cc2c(=O)c(C(=O)O)cn(C3CC3)c12. Yields the product COc1c(N2CCNC(C)C2)c(F)cc2c(=O)c(C(=O)O)cn(C3CC3)c12. Reaction SMILES: [CH3:22][CH:23]1[NH:24][CH2:25][CH2:26][NH:27][CH2:28]1.[CH3:29][O:30][C:31](=[O:32])[O:33][CH3:34].[CH3:35][S:36]([CH3:37])=[O:38].[CH:1]1([n:4]2[cH:5][c:6]([C:19](=[O:20])[OH:21])[c:7](=[O:18])[c:8]3[cH:9][c:10]([F:17])[c:11]([F:16])[c:12]([O:14][CH3:15])[c:13]23)[CH2:2][CH2:3]1>>[CH:1]1([n:4]2[cH:5][c:6]([C:19](=[O:20])[OH:21])[c:7](=[O:18])[c:8]3[cH:9][c:10]([F:17])[c:11]([N:27]4[CH2:26][CH2:25][NH:24][CH:23]([CH3:22])[CH2:28]4)[c:12]([O:14][CH3:15])[c:13]23)[CH2:2][CH2:3]1. Starting materials: ClC=1C=CC(=C(CN2C3=C(NCC2)N=CC(=C3)C=3C=C(C(=O)O)C=CC3)C1)C(F)(F)F (3-{1-[5-chloro-2-(trifluoromethyl)benzyl]-1,2,3,4-tetrahydropyrido[2,3-b]pyrazin-7-yl}benzoic acid), ClC=1C=C(C=CC1)N1CCNCC1 (1-(3-chlorophenyl)piperazine). Yields the product ClC=1C=C(C=CC1)N1CCN(CC1)C(=O)C1=CC(=CC=C1)C1=CC2=C(NCCN2CC2=C(C=CC(=C2)Cl)C(F)(F)F)N=C1 ([4-(3-Chlorophenyl)piperazin-1-yl]-(3-{1-[5-chloro-2-(trifluoromethyl)benzyl]-1,2,3,4-tetrahydropyrido[2,3-b]pyrazin-7-yl}phenyl)methanone). RXN SMILES: [Cl:1][C:2]1[CH:3]=[CH:4][C:5]([C:28]([F:31])([F:30])[F:29])=[C:6]([CH:27]=1)[CH2:7][N:8]1[CH2:13][CH2:12][NH:11][C:10]2[N:14]=[CH:15][C:16]([C:18]3[CH:19]=[C:20]([CH:24]=[CH:25][CH:26]=3)[C:21]([OH:23])=O)=[CH:17][C:9]1=2.[Cl:32][C:33]1[CH:34]=[C:35]([N:39]2[CH2:44][CH2:43][NH:42][CH2:41][CH2:40]2)[CH:36]=[CH:37][CH:38]=1>>[Cl:32][C:33]1[CH:34]=[C:35]([N:39]2[CH2:44][CH2:43][N:42]([C:21]([C:20]3[CH:24]=[CH:25][CH:26]=[C:18]([C:16]4[CH:15]=[N:14][C:10]5[NH:11][CH2:12][CH2:13][N:8]([CH2:7][C:6]6[CH:27]=[C:2]([Cl:1])[CH:3]=[CH:4][C:5]=6[C:28]([F:31])([F:30])[F:29])[C:9]=5[CH:17]=4)[CH:19]=3)=[O:23])[CH2:41][CH2:40]2)[CH:36]=[CH:37][CH:38]=1. Procedure details: 3-{1-[5-chloro-2-(trifluoromethyl)benzyl]-1,2,3,4-tetrahydropyrido[2,3-b]pyrazin-7-yl}benzoic acid was reacted with 1-(3-chlorophenyl)piperazine as in General Procedure 10 to give the title compound. LCMS: m/z=625.97 (M+H+); retention time=1.05 minutes.